Dataset: the Open Reaction Database (ORD), a public repository of structured organic reaction records. Task: describe an organic reaction: reactants, conditions, products, and yield The reactants are CS(=O)(=O)OCC(C)(COCCCCCCCCCCCCCCCCCCCCCC)COCCCCCCCCCCCCCCCCCCCCCC (2,2-bis(docosyloxymethyl)propyl methanesulfonate), [N-]=[N+]=[N-].[Na+] (sodium azide), CN(C=O)C (dimethylformamide). Solvent: O (water). Reaction conditions: temperature 110 celsius, time 20 hour. Yields the product N(=[N+]=[N-])CC(C)(COCCCCCCCCCCCCCCCCCCCCCC)COCCCCCCCCCCCCCCCCCCCCCC (1-Azido-2,2-bis(docosyloxymethyl)propane). Yield: 98.1%. As a reaction SMILES: CS(O[CH2:6][C:7]([CH2:33][O:34][CH2:35][CH2:36][CH2:37][CH2:38][CH2:39][CH2:40][CH2:41][CH2:42][CH2:43][CH2:44][CH2:45][CH2:46][CH2:47][CH2:48][CH2:49][CH2:50][CH2:51][CH2:52][CH2:53][CH2:54][CH2:55][CH3:56])([CH2:9][O:10][CH2:11][CH2:12][CH2:13][CH2:14][CH2:15][CH2:16][CH2:17][CH2:18][CH2:19][CH2:20][CH2:21][CH2:22][CH2:23][CH2:24][CH2:25][CH2:26][CH2:27][CH2:28][CH2:29][CH2:30][CH2:31][CH3:32])[CH3:8])(=O)=O.[N-:57]=[N+:58]=[N-:59].[Na+].CN(C)C=O>O>[N:57]([CH2:6][C:7]([CH2:33][O:34][CH2:35][CH2:36][CH2:37][CH2:38][CH2:39][CH2:40][CH2:41][CH2:42][CH2:43][CH2:44][CH2:45][CH2:46][CH2:47][CH2:48][CH2:49][CH2:50][CH2:51][CH2:52][CH2:53][CH2:54][CH2:55][CH3:56])([CH2:9][O:10][CH2:11][CH2:12][CH2:13][CH2:14][CH2:15][CH2:16][CH2:17][CH2:18][CH2:19][CH2:20][CH2:21][CH2:22][CH2:23][CH2:24][CH2:25][CH2:26][CH2:27][CH2:28][CH2:29][CH2:30][CH2:31][CH3:32])[CH3:8])=[N+:58]=[N-:59] |f:1.2|. Reported procedure: After a mixture of 2,2-bis(docosyloxymethyl)propyl methanesulfonate (22.7 g; 27.8 mmol), sodium azide (0.27 g; 83.5 mmol), and dimethylformamide (150 ml) was stirred at 110° C. for 20 h, the reaction mixture was poured into water. Precipitates thus obtained were collected by suction, washed successively with water and acetone, and dried to obtain the title compound (20.8 g; 98%). The reactants are FC1=CC=C(C=C1)NC=1C=C2C=NN=C(C2=CC1)C(C(F)(F)F)=C (N-(4-fluorophenyl)-1-(1,1,1-trifluoroprop-2-en-2-yl)phthalazin-6-amine), [H][H] (hydrogen). The reagents and catalysts are [Pd] (palladium). Solvent: C1CCOC1.CCO (THF EtOH). Reaction conditions: time 3 hour. Product: FC1=CC=C(C=C1)NC=1C=C2C=NN=C(C2=CC1)C(C(F)(F)F)C (N-(4-Fluorophenyl)-1-(2,2,2-trifluoro-1-methylethyl)-6-phthalazinamine). Reaction SMILES: [F:1][C:2]1[CH:7]=[CH:6][C:5]([NH:8][C:9]2[CH:10]=[C:11]3[C:16](=[CH:17][CH:18]=2)[C:15]([C:19](=[CH2:24])[C:20]([F:23])([F:22])[F:21])=[N:14][N:13]=[CH:12]3)=[CH:4][CH:3]=1.[H][H]>C1COCC1.CCO.[Pd]>[F:1][C:2]1[CH:7]=[CH:6][C:5]([NH:8][C:9]2[CH:10]=[C:11]3[C:16](=[CH:17][CH:18]=2)[C:15]([CH:19]([CH3:24])[C:20]([F:22])([F:21])[F:23])=[N:14][N:13]=[CH:12]3)=[CH:4][CH:3]=1 |f:2.3|. Reported procedure: A solution of N-(4-fluorophenyl)-1-(1,1,1-trifluoroprop-2-en-2-yl)phthalazin-6-amine (0.067 g, 0.20 mmol) in 4 mL of THF/EtOH (3/1) was treated with palladium (10% wt. on activated carbon, 0.021 g, 0.020 mmol); and stirred at RT with a balloon of hydrogen. After 3 h, the reaction mixture was filtered through a pad of Celite and the filtrate was concentrated to give the crude product. The material was purified on an ISCO column (12 g, 50-75% EtOAc in hexanes) to afford the title compound as a lig... Solvent: C(C)O (ethanol). Product: COC1=C(C=C(C=C1)C(=O)N1CCC2(CC1)OC=1C=CC=CC1C=1NN=CC12)C(F)(F)F ((4-methoxy-3-(trifluoromethyl)phenyl)(1H-spiro[chromeno[4,3-c]pyrazole-4,4′-piperidine]-1′-yl)methanone). Run at temperature 25 celsius, time 1 hour. The reactants are OC=C1C(C2=CC=CC=C2OC12CCN(CC2)C(C2=CC(=C(C=C2)OC)C(F)(F)F)=O)=O (3-(hydroxymethylene)-1′-[4-methoxy-3-(trifluoromethyl)-benzoyl]spiro[chromane-2,4′-piperidine]-4-one), NN (hydrazine). Reaction SMILES: O[CH:2]=[C:3]1[C:12]2([CH2:17][CH2:16][N:15]([C:18](=[O:31])[C:19]3[CH:24]=[CH:23][C:22]([O:25][CH3:26])=[C:21]([C:27]([F:30])([F:29])[F:28])[CH:20]=3)[CH2:14][CH2:13]2)[O:11][C:10]2[C:5](=[CH:6][CH:7]=[CH:8][CH:9]=2)[C:4]1=O.[NH2:33][NH2:34]>C(O)C>[CH3:26][O:25][C:22]1[CH:23]=[CH:24][C:19]([C:18]([N:15]2[CH2:14][CH2:13][C:12]3([C:3]4[CH:2]=[N:34][NH:33][C:4]=4[C:5]4[CH:6]=[CH:7][CH:8]=[CH:9][C:10]=4[O:11]3)[CH2:17][CH2:16]2)=[O:31])=[CH:20][C:21]=1[C:27]([F:28])([F:29])[F:30]. Reported procedure: A mixture of 3-(hydroxymethylene)-1′-[4-methoxy-3-(trifluoromethyl)-benzoyl]spiro[chromane-2,4′-piperidine]-4-one (54 mg, 0.12 mmol) and hydrazine (3.8 μL, 0.12 mmol) in ethanol (1.7 mL) was allowed to stir for 1 h at 25° C., then for 2.5 h at 50° C. The mixture was cooled and then concentrated in vacuo. The residue was taken up in DMF and was purified by reverse phase HPLC to give (4-methoxy-3-(trifluoromethyl)phenyl)(1H-spiro[chromeno[4,3-c]pyrazole-4,4′-piperidine]-1′-yl)methanone. ESI-MS m/z... The reactants are ClC1=C(C=CC=C1)N1S(N(C2=C1C=CC=C2)CCN2CCN(CC2)C(=O)OC(C)(C)C)(=O)=O (tert-butyl 4-{2-[3-(2-chlorophenyl)-2,2-dioxido-2,1,3-benzothiadiazol-1(3H)-yl]ethyl}piperazine-1-carboxylate), Cl (hydrogen chloride), solution. Run in ClCCl (dichloromethane), O1CCOCC1 (dioxane). Yields the product ClC1=C(C=CC=C1)N1S(N(C2=C1C=CC=C2)CCN2CCNCC2)(=O)=O (1-(2-chlorophenyl)-3-(2-piperazin-1-ylethyl)-1,3-dihydro-2,1,3-benzothiadiazole2,2-dioxide). Isolated yield 79.2%. RXN SMILES: [Cl:1][C:2]1[CH:7]=[CH:6][CH:5]=[CH:4][C:3]=1[N:8]1[C:12]2[CH:13]=[CH:14][CH:15]=[CH:16][C:11]=2[N:10]([CH2:17][CH2:18][N:19]2[CH2:24][CH2:23][N:22](C(OC(C)(C)C)=O)[CH2:21][CH2:20]2)[S:9]1(=[O:33])=[O:32].Cl>ClCCl.O1CCOCC1>[Cl:1][C:2]1[CH:7]=[CH:6][CH:5]=[CH:4][C:3]=1[N:8]1[C:12]2[CH:13]=[CH:14][CH:15]=[CH:16][C:11]=2[N:10]([CH2:17][CH2:18][N:19]2[CH2:24][CH2:23][NH:22][CH2:21][CH2:20]2)[S:9]1(=[O:32])=[O:33]. Reported procedure: In an analogous manner as general procedure II, step 2, a solution of tert-butyl 4-{2-[3-(2-chlorophenyl)-2,2-dioxido-2,1,3-benzothiadiazol-1(3H)-yl]ethyl}piperazine-1-carboxylate (0.22 g, 0.45 mmol) in dichloromethane (10 mL) was treated with hydrogen chloride (3.0 mL of a 4 M solution in dioxane), resulting in a white precipitate that was evaporated and dried under vacuum to provided 1-(2-chlorophenyl)-3-(2-piperazin-1-ylethyl)-1,3-dihydro-2,1,3-benzothiadiazole2,2-dioxide (0.14 g, 81%) as a w...